From a dataset of the Open Reaction Database (ORD), a public repository of structured organic reaction records. describe an organic reaction: reactants, conditions, products, and yield Yields the product N\C(=C/C(=O)OCCC#N)\C (2-cyanoethyl 3-aminocrotonate). The reagents and catalysts are CN(C1=CC=NC=C1)C (4-dimethylaminopyridine). Conditions: time 1 hour. Reactants: C=C1CC(=O)O1 (diketene), N (ammonia), 4A, 4A, C(CC(=O)C)(=O)OCCC#N (2-cyanoethyl acetoacetate). The yield is 36.0%. RXN SMILES: C=C1OC(=O)C1.[C:7]([O:13][CH2:14][CH2:15][C:16]#[N:17])(=[O:12])[CH2:8][C:9]([CH3:11])=O.[NH3:18]>C(C#N)CO.CN(C)C1C=CN=CC=1.O1CCCC1>[NH2:18]/[C:9](/[CH3:11])=[CH:8]\[C:7]([O:13][CH2:14][CH2:15][C:16]#[N:17])=[O:12]. Run in C(CO)C#N (ethylene cyanohydrin), O1CCCC1 (tetrahydrofuran). Reported procedure: In 37.5 g of 95% ethylene cyanohydrin was dissolved 100 mg of 4-dimethylaminopyridine, and 38.6 ml of diketene was added thereto dropwise at 70° to 80° C. for one hour under stirring, following by stirring at 70° to 80° C. for 2 hours. Sixty two grams of the resulting crude 2-cyanoethyl acetoacetate was dissolved in 400 ml of tetrahydrofuran. To the solution was added 20 g of molecular sieves 4A, following by blowing an ammonia gas for 2 hours with stirring under ice-cooling. The resulting solut... Starting materials: C(C1=CC=CC=C1)OCC(CCl)O (3-benzyloxy-1-chloro-2-propanol), C(CC)(=O)OCOC (methoxymethyl propionate), O.C1(=CC=C(C=C1)S(=O)(=O)O)C (p-toluenesulfonic acid mono-hydrate). Run in CCCCCC (hexane). Product: C(C1=CC=CC=C1)OCC(CCl)OCOC(CC)=O (1-Benzyloxy-3-chloro-2-(propionyloxy) methoxypropane). As a reaction SMILES: [CH2:1]([O:8][CH2:9][CH:10]([OH:13])[CH2:11][Cl:12])[C:2]1[CH:7]=[CH:6][CH:5]=[CH:4][CH:3]=1.[C:14]([O:18][CH2:19]OC)(=[O:17])[CH2:15][CH3:16].O.C1(C)C=CC(S(O)(=O)=O)=CC=1>CCCCCC>[CH2:1]([O:8][CH2:9][CH:10]([O:13][CH2:19][O:18][C:14](=[O:17])[CH2:15][CH3:16])[CH2:11][Cl:12])[C:2]1[CH:7]=[CH:6][CH:5]=[CH:4][CH:3]=1 |f:2.3|. Reported procedure: 204.0 g of 3-benzyloxy-1-chloro-2-propanol, 660 ml of hexane, 626.3 g of methoxymethyl propionate and 5.79 g of p-toluenesulfonic acid mono-hydrate were placed into a 2-liter 3-neck round bottom flask equipped with a thermometer, mechanical stirrer, nitrogen inlet and an efficient distillation column. The reaction mixture was heated to reflux. The distillate was taken off at about 10:1 to 15:1 reflux ratio keeping the head temperature below 60° C. Samples were taken to monitor the progress of th... The reactants are C(C)OC(C(C(=O)C)=CC1=CC=CO1)=O (2-furfurylideneacetoacetic acid ethyl ester), C(=O)(OCC)C=C1NCCN1 (2-carbethoxymethylideneimidazolidine). The solvent is C(C)O (ethanol), C(C)O (ethanol). Product: C(C)OC(=O)C=1C(C(=C2N(C1C)CCN2)C(=O)OCC)C=2OC=CC2 (5-methyl-7-(2-furyl)-1,2,3,7 -tetrahydroimidazolo[1,2-a]pyridine-6,8-dicarboxylic acid diethyl ester). Yield: 65.0%. RXN SMILES: [CH2:1]([O:3][C:4](=[O:15])[C:5](=[CH:9][C:10]1[O:14][CH:13]=[CH:12][CH:11]=1)[C:6]([CH3:8])=O)[CH3:2].[C:16]([CH:21]=[C:22]1[NH:26][CH2:25][CH2:24][NH:23]1)([O:18][CH2:19][CH3:20])=[O:17]>C(O)C>[CH2:1]([O:3][C:4]([C:5]1[CH:9]([C:10]2[O:14][CH:13]=[CH:12][CH:11]=2)[C:21]([C:16]([O:18][CH2:19][CH3:20])=[O:17])=[C:22]2[NH:23][CH2:24][CH2:25][N:26]2[C:6]=1[CH3:8])=[O:15])[CH3:2]. Reported procedure: Boiling a solution of 6.9 g of 2-furfurylideneacetoacetic acid ethyl ester and 5.2 g of 2-carbethoxymethylideneimidazolidine in 50 ml of ethanol for 8 hours yields 5-methyl-7-(2-furyl)-1,2,3,7 -tetrahydroimidazolo[1,2-a]pyridine-6,8-dicarboxylic acid diethyl ester of melting point 164° (ethanol). Reactants: C(C)(=O)C1=CC=CC=C1 (Acetophenone), O (water). Yields the product C1(=CC=CC=C1)CCO (2-phenylethanol). Yield: 50.0%. As a reaction SMILES: [C:1]([C:4]1[CH:9]=[CH:8][CH:7]=[CH:6][CH:5]=1)(=O)[CH3:2].[OH2:10]>>[C:4]1([CH2:1][CH2:2][OH:10])[CH:9]=[CH:8][CH:7]=[CH:6][CH:5]=1. Procedure: Acetophenone (120 mg, 1 mmol) was reacted with yeast (5 g) and water (5 ml) according to method I. The product was obtained in 50% yield. Reaction according to Method II gave the product in 52% yield. Starting materials: CC(=O)NC1=C(C=CC(=C1)N)N2CCN(CC2)C, C1CC1NC2=CC(=NC3=C(C=NN23)C#N)Cl. Reagents/catalysts: C(=O)([O-])[O-].[Cs+].[Cs+], CC1(C2=C(C(=CC=C2)P(C3=CC=CC=C3)C4=CC=CC=C4)OC5=C1C=CC=C5P(C6=CC=CC=C6)C7=CC=CC=C7)C, C1=CC=C(C=C1)/C=C/C(=O)/C=C/C2=CC=CC=C2.C1=CC=C(C=C1)/C=C/C(=O)/C=C/C2=CC=CC=C2.C1=CC=C(C=C1)/C=C/C(=O)/C=C/C2=CC=CC=C2.[Pd].[Pd]. Solvent: CC(=O)N(C)C. Reaction conditions: temperature 150 celsius. Product: CC(=O)NC1=C(C=CC(=C1)NC2=NC3=C(C=NN3C(=C2)NC4CC4)C#N)N5CCN(CC5)C. The yield is 32.8%. Procedure: In a 40mL vial (t=g) was 5-chloro-7-(cyclopropylamino)pyrazolo[1,5-a]pyrimidine-3-carbonitrile (80 mg, 0.34 mmol), [Reactants], and cesium carbonate (145 mg, 0.45 mmol) in DMA (0.5 mL) ([VOLUME]),Pd2(dba)3 (15.68 mg, 0.02 mmol) and (9,9-dimethyl-9H-xanthene-4,5-diyl)bis(diphenylphosphine) (19.81 mg, 0.03 mmol) were added.  to give a brown suspension. The vial was filled with N2,  150C microwave for 30 min. LCMS showed completion.  concentrated. loaded on ISCO (Hex to Hex:EtOAc To EtOAc:MeOH=10:1...